From a dataset of the Open Reaction Database (ORD), a public repository of structured organic reaction records. describe an organic reaction: reactants, conditions, products, and yield Starting materials: ClC1=CC=C(C=C1)C=1N(C(NN1)=O)C[C@@H](C(F)(F)F)O (5-(4-Chlorophenyl)-4-[(2S)-3,3,3-trifluoro-2-hydroxypropyl]-2,4-dihydro-3H-1,2,4-triazol-3-one), BrCC=1SC(=NN1)C1=C(C(=CC=C1)Cl)Cl (2-(Bromomethyl)-5-(2,3-dichlorophenyl)-1,3,4-thiadiazole). Yields the product ClC1=CC=C(C=C1)C=1N(C(N(N1)CC=1SC(=NN1)C1=C(C(=CC=C1)Cl)Cl)=O)C[C@@H](C(F)(F)F)O (5-(4-Chlorophenyl)-2-{[5-(2,3-dichlorophenyl)-1,3,4-thiadiazol-2-yl]methyl}-4-[(2S)-3,3,3-trifluoro-2-hydroxypropyl]-2,4-dihydro-3H-1,2,4-triazol-3-one). RXN SMILES: [Cl:1][C:2]1[CH:7]=[CH:6][C:5]([C:8]2[N:9]([CH2:14][C@H:15]([OH:20])[C:16]([F:19])([F:18])[F:17])[C:10](=[O:13])[NH:11][N:12]=2)=[CH:4][CH:3]=1.Br[CH2:22][C:23]1[S:24][C:25]([C:28]2[CH:33]=[CH:32][CH:31]=[C:30]([Cl:34])[C:29]=2[Cl:35])=[N:26][N:27]=1>>[Cl:1][C:2]1[CH:7]=[CH:6][C:5]([C:8]2[N:9]([CH2:14][C@H:15]([OH:20])[C:16]([F:18])([F:19])[F:17])[C:10](=[O:13])[N:11]([CH2:22][C:23]3[S:24][C:25]([C:28]4[CH:33]=[CH:32][CH:31]=[C:30]([Cl:34])[C:29]=4[Cl:35])=[N:26][N:27]=3)[N:12]=2)=[CH:4][CH:3]=1. Procedure: Analogously to the preparation of Example 18, 36 mg (0.12 mmol) of the compound from Example 5A were reacted with 38 mg (0.12 mmol) of the compound from Example 87A. This gave 33 mg (48% of theory) of the target compound. The reactants are ice water, [H-].[Na+] (sodium hydride), ClC=1N=NC(=CC1C(=O)C1=CC2=C(NC(O2)=O)C(=C1)C)Cl (6-(3.6-dichloro-pyridazine-4-carbonyl)-4-methyl-3H-benzoxazol-2-one), IC (iodomethane). Run in CN(C)C=O (DMF). Reaction conditions: time 20 minute. The product is ClC=1N=NC(=CC1C(=O)C1=CC2=C(N(C(O2)=O)C)C(=C1)C)Cl (6-(3.6-dichloro-pyridazine-4-carbonyl)-3,4-dimethyl-3H-benzoxazol-2-one). Reaction SMILES: [H-].[Na+].[Cl:3][C:4]1[N:5]=[N:6][C:7]([Cl:23])=[CH:8][C:9]=1[C:10]([C:12]1[CH:21]=[C:20]([CH3:22])[C:15]2[NH:16][C:17](=[O:19])[O:18][C:14]=2[CH:13]=1)=[O:11].I[CH3:25]>CN(C=O)C>[Cl:3][C:4]1[N:5]=[N:6][C:7]([Cl:23])=[CH:8][C:9]=1[C:10]([C:12]1[CH:21]=[C:20]([CH3:22])[C:15]2[N:16]([CH3:25])[C:17](=[O:19])[O:18][C:14]=2[CH:13]=1)=[O:11] |f:0.1|. Procedure details: 85 mg (2.1 mmol) sodium hydride (55%, suspension in mineral oil) were added to 0.65 g (2.0 mmol) 6-(3.6-dichloro-pyridazine-4-carbonyl)-4-methyl-3H-benzoxazol-2-one in 10 mL DMF while cooling with ice. The reaction mixture was stirred for 20 min. Then 0.19 mL (3.1 mmol) iodomethane were added while cooling with ice and the mixture was stirred for 2 h at RT. The reaction mixture was mixed with ice water, the precipitate formed was suction filtered and dried. Starting materials: Cl.CN1N=C2C(CNCC2)=C1C (2,3-dimethyl-4,5,6,7-tetrahydro-2H-pyrazolo[4,3-c]pyridine hydrochloride), C(=O)([O-])[O-].[K+].[K+] (K2CO3), BrCCCCl (1-bromo-3-chloropropane). The solvent is CC(=O)C (acetone). The product is ClCCCN1CC=2C(CC1)=NN(C2C)C (5-(3-chloropropyl)-2,3-dimethyl-4,5,6,7-tetrahydro-2H-pyrazolo[4,3-c]pyridine). The yield is 43.2%. As a reaction SMILES: Cl.[CH3:2][N:3]1[C:11]([CH3:12])=[C:6]2[CH2:7][NH:8][CH2:9][CH2:10][C:5]2=[N:4]1.C([O-])([O-])=O.[K+].[K+].Br[CH2:20][CH2:21][CH2:22][Cl:23]>CC(C)=O>[Cl:23][CH2:22][CH2:21][CH2:20][N:8]1[CH2:9][CH2:10][C:5]2=[N:4][N:3]([CH3:2])[C:11]([CH3:12])=[C:6]2[CH2:7]1 |f:0.1,2.3.4|. Procedure details: To a mixture of 2,3-dimethyl-4,5,6,7-tetrahydro-2H-pyrazolo[4,3-c]pyridine hydrochloride (2.0 g, 13.22 mmol, 1.0 eq) and K2CO3 (5.47, 39.66 mmol, 3.0 eq) in 40 mL of acetone was added 1-bromo-3-chloropropane (4.16 g, 26.44 mmol, 2.0 eq). The reaction mixture was heated to reflux for 5.0 h and filtered. The filtrate was concentrated in vacuo and the residue was purified by a silica gel column chromatography (eluting agent: 100:1 (v/v) DCM/MeOH) to give the title compound as yellow oil (1.3 g, 44.... The reactants are COC(=O)C(O)Cc1cc(C)c(OCc2ccccc2)c(C)c1, CN(C)c1ccncc1, O=C(Cl)Oc1ccc([N+](=O)[O-])cc1, O=C1Nc2ccccc2CCN1C1CCNCC1, c1ccncc1. Yields the product COC(=O)C(Cc1cc(C)c(OCc2ccccc2)c(C)c1)OC(=O)N1CCC(N2CCc3ccccc3NC2=O)CC1. Reaction SMILES: [CH3:14][O:15][C:16]([CH:17]([CH2:18][c:19]1[cH:20][c:21]([CH3:34])[c:22]([O:26][CH2:27][c:28]2[cH:29][cH:30][cH:31][cH:32][cH:33]2)[c:23]([CH3:25])[cH:24]1)[OH:35])=[O:36].[CH3:55][N:56]([CH3:57])[c:58]1[cH:59][cH:60][n:61][cH:62][cH:63]1.[Cl:1][C:2](=[O:3])[O:4][c:5]1[cH:6][cH:7][c:8]([N+:9]([O-:10])=[O:11])[cH:12][cH:13]1.[NH:37]1[CH2:38][CH2:39][CH:40]([N:43]2[C:44](=[O:54])[NH:45][c:46]3[c:47]([cH:50][cH:51][cH:52][cH:53]3)[CH2:48][CH2:49]2)[CH2:41][CH2:42]1.[cH:64]1[cH:65][cH:66][n:67][cH:68][cH:69]1>>[C:2](=[O:3])([O:35][CH:17]([C:16]([O:15][CH3:14])=[O:36])[CH2:18][c:19]1[cH:20][c:21]([CH3:34])[c:22]([O:26][CH2:27][c:28]2[cH:29][cH:30][cH:31][cH:32][cH:33]2)[c:23]([CH3:25])[cH:24]1)[N:37]1[CH2:38][CH2:39][CH:40]([N:43]2[C:44](=[O:54])[NH:45][c:46]3[c:47]([cH:50][cH:51][cH:52][cH:53]3)[CH2:48][CH2:49]2)[CH2:41][CH2:42]1. The reactants are [Al+3], CC(=O)Cl, CC(=O)n1c2ccccc2c2ccccc21, ClCCl, [Cl-], [Cl-], [Cl-], Cl. The product is CC(=O)c1ccc2c3ccccc3n(C(C)=O)c2c1. Reaction SMILES: [Al+3:22].[C:17]([CH3:18])(=[O:19])[Cl:20].[C:1]([CH3:2])(=[O:3])[n:4]1[c:5]2[cH:6][cH:7][cH:8][cH:9][c:10]2[c:11]2[cH:12][cH:13][cH:14][cH:15][c:16]12.[CH2:26]([Cl:27])[Cl:28].[Cl-:21].[Cl-:23].[Cl-:24].[ClH:25]>>[C:1]([CH3:2])(=[O:3])[n:4]1[c:5]2[cH:6][c:7]([C:17]([CH3:18])=[O:19])[cH:8][cH:9][c:10]2[c:11]2[cH:12][cH:13][cH:14][cH:15][c:16]12. Reactants: [BH4-], CCOC(=O)Cc1ccc(N2C(=O)c3c(c(OCC)c4ccccc4c3OCC)C2=O)cc1F, CO, [Na+], C1CCOC1. Yields the product CCOC(=O)Cc1ccc(N2C(=O)c3c(c(OCC)c4ccccc4c3OCC)C2O)cc1F. Reaction SMILES: [BH4-:40].[CH2:1]([CH3:2])[O:3][c:4]1[c:5]2[c:6]([c:7]([O:28][CH2:29][CH3:30])[c:8]3[c:12]1[C:11](=[O:13])[N:10]([c:14]1[cH:15][c:16]([F:26])[c:17]([CH2:20][C:21](=[O:22])[O:23][CH2:24][CH3:25])[cH:18][cH:19]1)[C:9]3=[O:27])[cH:31][cH:32][cH:33][cH:34]2.[CH3:42][OH:43].[Na+:41].[O:35]1[CH2:36][CH2:37][CH2:38][CH2:39]1>>[CH2:1]([CH3:2])[O:3][c:4]1[c:5]2[c:6]([c:7]([O:28][CH2:29][CH3:30])[c:8]3[c:12]1[CH:11]([OH:13])[N:10]([c:14]1[cH:15][c:16]([F:26])[c:17]([CH2:20][C:21](=[O:22])[O:23][CH2:24][CH3:25])[cH:18][cH:19]1)[C:9]3=[O:27])[cH:31][cH:32][cH:33][cH:34]2. The reactants are C(C)(=O)[O-].[Na+] (sodium acetate), OC1=CC=C(C=C1)NCC(=O)O (p-hydroxyphenylglycine), C(C)O (ethanol). The product is C(CC)(=O)O (propionic acid), C(C)OC(CC(=O)C)=O (acetoacetic acid ethylester). Reaction SMILES: [C:1]([O-:4])(=[O:3])[CH3:2].[Na+].[OH:6][C:7]1[CH:12]=[CH:11][C:10](NCC(O)=O)=CC=1.[CH2:18]([OH:20])[CH3:19]>>[C:1]([OH:4])(=[O:3])[CH2:2][CH3:7].[CH2:18]([O:20][C:7](=[O:6])[CH2:12][C:11]([CH3:10])=[O:3])[CH3:19] |f:0.1|. Reported procedure: 40 g of sodium acetate and 75 g of p-hydroxyphenylglycine are refluxed in 500 ml of ethanol for 2 hours. To the suspension obtained 0.5 ml of propionic acid and 75 g of acetoacetic acid ethylester are added and the mixture is refluxed for additional 90 minutes under distillation. A fraction of 330 ml is distilled off. The suspension obtained is cooled to -5° C., then filtered and the crystals are washed with ethylacetate and dried in vacuo at 60° C. 126.1 g of sodium-D-N-(2-ethoxycarbonyl-1-meth... The reactants are N(=[N+]=[N-])CC1=NC(=C2NC(N(C2=N1)C1=C(C=C(C(=C1)OCC1=C(C=CC=C1OC)F)OC)Cl)=O)OC (2-azidomethyl-9-[2-chloro-5-(2-fluoro-6-methoxybenzyloxy)-4-methoxyphenyl]-6-methoxy-7,9-dihydro-8H-purin-8-one), ClC1=C(C=C(C(=C1)OC)OCC1=C(C=CC=C1OC)F)N1C2=NC(=NC(=C2NC1=O)OC)CCl (9-[2-chloro-5-(2-fluoro-6-methoxybenzyloxy)-4-methoxyphenyl]-2-chloromethyl-6-methoxy-7,9-dihydro-8H-purin-8-one). The reagents and catalysts are [Pt].[C] (platinum carbon). Solvent: O1CCCC1 (tetrahydrofuran). Run at time 4 hour. Product: ClC1=C(C=C(C(=C1)OC)OCC1=C(C=CC=C1OC)F)N1C2=NC(=NC(=C2NC1=O)OC)CCl (9-[2-Chloro-5-(2-fluoro-6-methoxybenzyloxy)-4-methoxyphenyl]-2-chloromethyl-6-methoxy-7,9-dihydro-8H-purin-8-one), N(=[N+]=[N-])CC1=NC(=C2NC(N(C2=N1)C1=C(C=C(C(=C1)OCC1=C(C=CC=C1OC)F)OC)Cl)=O)OC (2-Azidomethyl-9-[2-chloro-5-(2-fluoro-6-methoxybenzyloxy)-4-methoxyphenyl]-6-methoxy-7,9-dihydro-8H-purin-8-one), NCC1=NC(=C2NC(N(C2=N1)C1=C(C=C(C(=C1)OCC1=C(C=CC=C1OC)F)OC)Cl)=O)OC (2-Aminomethyl-9-[2-chloro-5-(2-fluoro-6-methoxybenzyloxy)-4-methoxyphenyl]-6-methoxy-7,9-dihydro-8H-purin-8-one). Reaction SMILES: [Cl:1][C:2]1[CH:7]=[C:6]([O:8][CH3:9])[C:5]([O:10][CH2:11][C:12]2[C:17]([O:18][CH3:19])=[CH:16][CH:15]=[CH:14][C:13]=2[F:20])=[CH:4][C:3]=1[N:21]1[C:29](=[O:30])[NH:28][C:27]2[C:22]1=[N:23][C:24]([CH2:33][Cl:34])=[N:25][C:26]=2[O:31][CH3:32].[N:35]([CH2:38][C:39]1[N:47]=[C:46]2[C:42]([NH:43][C:44](=[O:68])[N:45]2[C:48]2[CH:53]=[C:52]([O:54][CH2:55][C:56]3[C:61]([O:62][CH3:63])=[CH:60][CH:59]=[CH:58][C:57]=3[F:64])[C:51]([O:65][CH3:66])=[CH:50][C:49]=2[Cl:67])=[C:41]([O:69][CH3:70])[N:40]=1)=[N+:36]=[N-:37]>[Pt].[C].O1CCCC1>[Cl:1][C:2]1[CH:7]=[C:6]([O:8][CH3:9])[C:5]([O:10][CH2:11][C:12]2[C:17]([O:18][CH3:19])=[CH:16][CH:15]=[CH:14][C:13]=2[F:20])=[CH:4][C:3]=1[N:21]1[C:29](=[O:30])[NH:28][C:27]2[C:22]1=[N:23][C:24]([CH2:33][Cl:34])=[N:25][C:26]=2[O:31][CH3:32].[N:35]([CH2:38][C:39]1[N:47]=[C:46]2[C:42]([NH:43][C:44](=[O:68])[N:45]2[C:48]2[CH:53]=[C:52]([O:54][CH2:55][C:56]3[C:61]([O:62][CH3:63])=[CH:60][CH:59]=[CH:58][C:57]=3[F:64])[C:51]([O:65][CH3:66])=[CH:50][C:49]=2[Cl:67])=[C:41]([O:69][CH3:70])[N:40]=1)=[N+:36]=[N-:37].[NH2:35][CH2:33][C:24]1[N:23]=[C:22]2[C:27]([NH:28][C:29](=[O:30])[N:21]2[C:3]2[CH:4]=[C:5]([O:10][CH2:11][C:12]3[C:17]([O:18][CH3:19])=[CH:16][CH:15]=[CH:14][C:13]=3[F:20])[C:6]([O:8][CH3:9])=[CH:7][C:2]=2[Cl:1])=[C:26]([O:31][CH3:32])[N:25]=1 |f:2.3|. Reported procedure: 9-[2-Chloro-5-(2-fluoro-6-methoxybenzyloxy)-4-methoxyphenyl]-2-chloromethyl-6-methoxy-7,9-dihydro-8H-purin-8-one was prepared in a similar manner to that described in Example 410 using the corresponding starting materials. 2-Azidomethyl-9-[2-chloro-5-(2-fluoro-6-methoxybenzyloxy)-4-methoxyphenyl]-6-methoxy-7,9-dihydro-8H-purin-8-one was prepared in a similar manner to that described in Example 413 using 9-[2-chloro-5-(2-fluoro-6-methoxybenzyloxy)-4-methoxyphenyl]-2-chloromethyl-6-methoxy-7,9-dih... The reactants are BrB(Br)Br, ClCCl, COc1cc(F)c(F)cc1C=O. Product: O=Cc1cc(F)c(F)cc1O. RXN SMILES: [B:13]([Br:14])([Br:15])[Br:16].[Cl:17][CH2:18][Cl:19].[F:1][c:2]1[cH:3][c:4]([O:11][CH3:12])[c:5]([CH:6]=[O:7])[cH:8][c:9]1[F:10]>>[F:1][c:2]1[cH:3][c:4]([OH:11])[c:5]([CH:6]=[O:7])[cH:8][c:9]1[F:10]. Reactants: C(C)(=O)NC1=CC(=C(C(=O)O)C=C1Cl)OCC (4-acetylamino-5-chloro-2-ethoxybenzoic acid), NCC1CN(CCO1)CC1=CC=C(C=C1)F (2-aminomethyl-4-(4-fluorobenzyl)morpholine), Cl.C(C)N=C=NCCCN(C)C (1-ethyl-(3-dimethylaminopropyl)carbodiimide hydrochloride). The solvent is ClCCl (dichloromethane). Reaction conditions: temperature 25 celsius, time 1.5 hour. Product: C(C)(=O)NC1=CC(=C(C(=O)NCC2CN(CCO2)CC2=CC=C(C=C2)F)C=C1Cl)OCC (4-acetylamino-5-chloro-2-ethoxy-N-[[4-(4-fluorobenzyl)-2-morpholinyl]methyl]benzamide). Isolated yield 63.4%. Reaction SMILES: [C:1]([NH:4][C:5]1[C:13]([Cl:14])=[CH:12][C:8]([C:9]([OH:11])=O)=[C:7]([O:15][CH2:16][CH3:17])[CH:6]=1)(=[O:3])[CH3:2].[NH2:18][CH2:19][CH:20]1[O:25][CH2:24][CH2:23][N:22]([CH2:26][C:27]2[CH:32]=[CH:31][C:30]([F:33])=[CH:29][CH:28]=2)[CH2:21]1.Cl.C(N=C=NCCCN(C)C)C>ClCCl>[C:1]([NH:4][C:5]1[C:13]([Cl:14])=[CH:12][C:8]([C:9]([NH:18][CH2:19][CH:20]2[O:25][CH2:24][CH2:23][N:22]([CH2:26][C:27]3[CH:32]=[CH:31][C:30]([F:33])=[CH:29][CH:28]=3)[CH2:21]2)=[O:11])=[C:7]([O:15][CH2:16][CH3:17])[CH:6]=1)(=[O:3])[CH3:2] |f:2.3|. Procedure details: To a stirred mixture of 4-acetylamino-5-chloro-2-ethoxybenzoic acid (2.0 g), 2-aminomethyl-4-(4-fluorobenzyl)morpholine (1.6 g), and dichloromethane (20 ml) is added 1-ethyl-(3-dimethylaminopropyl)carbodiimide hydrochloride (1.5 g), and the resulting mixture is stirred at 25° C. for 1.5 hours. The reaction mixture is washed successively with water, aqueous sodium hydroxide solution and saturated aqueous sodium chloride solution, dried over magnesium sulfate, and evaporated. The residue is recrys...